Task: describe an organic reaction: reactants, conditions, products, and yield. Dataset: the Open Reaction Database (ORD), a public repository of structured organic reaction records The reactants are C=CCCCCCC(NC(=O)OC(C)(C)C)C(=O)N1CC(SCC=C)(c2ccc(-c3ccccc3)cc2)CC1C(=O)OC, ClCCl, O=C(O)c1cccnc1S. Yields the product COC(=O)C1CC2(c3ccc(-c4ccccc4)cc3)CN1C(=O)C(NC(=O)OC(C)(C)C)CCCCCC=CCS2. RXN SMILES: [CH2:1]([CH:2]=[CH2:18])[S:4][C:5]1([c:32]2[cH:33][cH:34][c:35](-[c:38]3[cH:39][cH:40][cH:41][cH:42][cH:43]3)[cH:36][cH:37]2)[CH2:6][CH:7]([C:28](=[O:29])[O:30][CH3:31])[N:8]([C:10]([CH:11]([CH2:12][CH2:13][CH2:14][CH2:15][CH2:16][CH:17]=[CH2:3])[NH:19][C:20](=[O:21])[O:22][C:23]([CH3:24])([CH3:25])[CH3:26])=[O:27])[CH2:9]1.[Cl:54][CH2:55][Cl:56].[SH:44][c:45]1[n:46][cH:47][cH:48][cH:49][c:50]1[C:51]([OH:52])=[O:53]>>[CH2:1]1[CH:2]=[CH:17][CH2:16][CH2:15][CH2:14][CH2:13][CH2:12][CH:11]([NH:19][C:20](=[O:21])[O:22][C:23]([CH3:24])([CH3:25])[CH3:26])[C:10](=[O:27])[N:8]2[CH:7]([C:28](=[O:29])[O:30][CH3:31])[CH2:6][C:5]([c:32]3[cH:33][cH:34][c:35](-[c:38]4[cH:39][cH:40][cH:41][cH:42][cH:43]4)[cH:36][cH:37]3)([S:4]1)[CH2:9]2.